From a dataset of the Open Reaction Database (ORD), a public repository of structured organic reaction records. describe an organic reaction: reactants, conditions, products, and yield Reactants: CC=1C=C(C=C(C1)C)N1N=CN=C1 (1-(3,5-dimethylphenyl)-1H-1,2,4-triazole), IC (iodomethane). Run in CCOC(=O)C (EtOAc). The product is [I-].CC=1C=C(C=C(C1)C)N1N=C[N+](=C1)C (1-(3,5-dimethylphenyl)-4-methyl-1H-1,2,4-triazol-4-ium iodide). Yield: 11.0%. As a reaction SMILES: [CH3:1][C:2]1[CH:3]=[C:4]([N:9]2[CH:13]=[N:12][CH:11]=[N:10]2)[CH:5]=[C:6]([CH3:8])[CH:7]=1.[I:14][CH3:15]>CCOC(C)=O>[I-:14].[CH3:1][C:2]1[CH:3]=[C:4]([N:9]2[CH:13]=[N+:12]([CH3:15])[CH:11]=[N:10]2)[CH:5]=[C:6]([CH3:8])[CH:7]=1 |f:3.4|. Procedure: A solution of 1-(3,5-dimethylphenyl)-1H-1,2,4-triazole (5 g, 28.9 mmol) and iodomethane (8.99 mL, 144 mmol) in EtOAc (50 mL) was stirred for 40 h. The precipitate was collected by filtration and washed with small amount of EtOAc to yield 1-(3,5-dimethylphenyl)-4-methyl-1H-1,2,4-triazol-4-ium iodide (1 g, 11%) as a white solid. Starting materials: Nc1ncc([N+](=O)[O-])cc1Br, C#Cc1ccccc1, [Cu]I, Cl[Pd]Cl, c1ccc(P(c2ccccc2)c2ccccc2)cc1, c1ccc(P(c2ccccc2)c2ccccc2)cc1. The product is Nc1ncc([N+](=O)[O-])cc1C#Cc1ccccc1. RXN SMILES: [Br:1][c:2]1[c:3]([NH2:11])[n:4][cH:5][c:6]([N+:8](=[O:9])[O-:10])[cH:7]1.[C:12](#[CH:13])[c:14]1[cH:15][cH:16][cH:17][cH:18][cH:19]1.[Cu:20][I:21].[Pd:22]([Cl:23])[Cl:24].[c:25]1([P:26]([c:27]2[cH:28][cH:29][cH:30][cH:31][cH:32]2)[c:33]2[cH:34][cH:35][cH:36][cH:37][cH:38]2)[cH:39][cH:40][cH:41][cH:42][cH:43]1.[c:44]1([P:45]([c:46]2[cH:47][cH:48][cH:49][cH:50][cH:51]2)[c:52]2[cH:53][cH:54][cH:55][cH:56][cH:57]2)[cH:58][cH:59][cH:60][cH:61][cH:62]1>>[c:2]1([C:13]#[C:12][c:14]2[cH:15][cH:16][cH:17][cH:18][cH:19]2)[c:3]([NH2:11])[n:4][cH:5][c:6]([N+:8](=[O:9])[O-:10])[cH:7]1. The reactants are Cl.ClC1=C(OCCCN2CCN(CC2)C(=O)OCC)C=CC(=C1)OC (ethyl 4-[3-(2-chloro-4-methoxyphenoxy)propyl]-1-piperazinecarboxylate monohydrochloride), [OH-].[K+] (potassium hydroxide). Run in CC(C)O (2-propanol). Conditions: time 8 hour. Yields the product Cl.Cl.ClC1=C(OCCCN2CCNCC2)C=CC(=C1)OC (1-[3-(2-chloro-4-methoxyphenoxy)propyl]piperazine dihydrochloride). Isolated yield 37.1%. RXN SMILES: [ClH:1].[Cl:2][C:3]1[CH:23]=[C:22]([O:24][CH3:25])[CH:21]=[CH:20][C:4]=1[O:5][CH2:6][CH2:7][CH2:8][N:9]1[CH2:14][CH2:13][N:12](C(OCC)=O)[CH2:11][CH2:10]1.[OH-].[K+]>CC(O)C>[ClH:2].[ClH:1].[Cl:2][C:3]1[CH:23]=[C:22]([O:24][CH3:25])[CH:21]=[CH:20][C:4]=1[O:5][CH2:6][CH2:7][CH2:8][N:9]1[CH2:14][CH2:13][NH:12][CH2:11][CH2:10]1 |f:0.1,2.3,5.6.7|. Reported procedure: A mixture of 3.56 parts of ethyl 4-[3-(2-chloro-4-methoxyphenoxy)propyl]-1-piperazinecarboxylate monohydrochloride, 3.6 parts of potassium hydroxide and 80 parts of 2-propanol was stirred overnight at reflux temperature. After evaporation, the residue was taken up in water and the product was extracted with dichloromethane. The extract was dried, filtered and evaporated. The residue was converted into the hydrochloride salt in 2-propanol. The salt was filtered off and crystallized from 2-propano... As a reaction SMILES: [C:19]([CH3:20])(=[O:21])[n:22]1[cH:23][cH:24][n:25][cH:26]1.[C:1](#[N:2])[CH2:3][C:4](=[O:5])[NH:6][c:7]1[cH:8][c:9]([CH3:16])[c:10]([N+:13](=[O:14])[O-:15])[cH:11][cH:12]1.[CH3:34][C:35](=[O:36])[OH:37].[ClH:27].[H-:17].[Na+:18].[O:28]1[CH2:29][CH2:30][CH2:31][CH2:32]1.[OH2:33]>>[C:1](#[N:2])[C:3]([C:4](=[O:5])[NH:6][c:7]1[cH:8][c:9]([CH3:16])[c:10]([N+:13](=[O:14])[O-:15])[cH:11][cH:12]1)=[C:19]([CH3:20])[OH:21]. The reactants are CC(=O)n1ccnc1, Cc1cc(NC(=O)CC#N)ccc1[N+](=O)[O-], CC(=O)O, Cl, [H-], [Na+], C1CCOC1, O. Yields the product CC(O)=C(C#N)C(=O)Nc1ccc([N+](=O)[O-])c(C)c1. Starting materials: CC1=CC(CC(=O)C1)(C)C (beta-isophorone), CC1=CC(=O)CC(C1=O)(C)C (4-ketoisophorone), CC1=CC(=O)CC(C1)(C)C (alpha-isophorone). Yields the product CC1=CC(=O)CC(C1O)(C)C (4-hydroxyisophorone). RXN SMILES: CC1CC(=O)CC(C)(C)C=1.[CH3:11][C:12]1[C:18](=[O:19])[C:17]([CH3:21])([CH3:20])[CH2:16][C:14](=[O:15])[CH:13]=1.CC1CC(C)(C)CC(=O)C=1>>[CH3:11][C:12]1[CH:18]([OH:19])[C:17]([CH3:21])([CH3:20])[CH2:16][C:14](=[O:15])[CH:13]=1. Procedure: It is well known that beta-isophorone can be oxidized by air using noble metal catalysts (FR-A 2 335 486). In addition to 4-ketoisophorone and alpha-isophorone, the desired 4-hydroxyisophorone is obtained in this reaction as a byproduct also. 4-Hydroxyisophorone can also be obtained directly from alpha-isophorone in small yields using a biochemical method with Aspergillus niger (JP-OS 81 35 990; Y. Mikami et al., Agric. Biol. Chem. 1981, 45, 791-3). A. Heymes and P. Teisseire obtained 4-hydroxyi... Starting materials: COC(=O)c1ccc(CBr)cc1, O=C([O-])[O-], CC#N, FC(F)(F)c1ccc(Nc2nc(-c3ccc(Cl)cc3)cs2)cc1, [I-], [K+], [K+], [Na+]. Yields the product COC(=O)c1ccc(CN(c2ccc(C(F)(F)F)cc2)c2nc(-c3ccc(Cl)cc3)cs2)cc1. RXN SMILES: [Br:24][CH2:25][c:26]1[cH:27][cH:28][c:29]([C:30](=[O:31])[O:32][CH3:33])[cH:34][cH:35]1.[C:36](=[O:37])([O-:38])[O-:39].[C:44](#[N:45])[CH3:46].[Cl:1][c:2]1[cH:3][cH:4][c:5](-[c:8]2[n:9][c:10]([NH:13][c:14]3[cH:15][cH:16][c:17]([C:20]([F:21])([F:22])[F:23])[cH:18][cH:19]3)[s:11][cH:12]2)[cH:6][cH:7]1.[I-:43].[K+:40].[K+:41].[Na+:42]>>[Cl:1][c:2]1[cH:3][cH:4][c:5](-[c:8]2[n:9][c:10]([N:13]([c:14]3[cH:15][cH:16][c:17]([C:20]([F:21])([F:22])[F:23])[cH:18][cH:19]3)[CH2:25][c:26]3[cH:27][cH:28][c:29]([C:30](=[O:31])[O:32][CH3:33])[cH:34][cH:35]3)[s:11][cH:12]2)[cH:6][cH:7]1. The reactants are ClCCN(C(OC1=CC=C(C=C1)[N+](=O)[O-])=O)N=O (p-nitrophenyl N-(2-chloroethyl)-N-nitrosocarbamate), CC(COC)NC[C@@H]1[C@H]([C@H]([C@@H]([C@@H](OCCC2=CC=CC=C2)O1)O)O)O (β-phenylethyl 6-(1-methyl-2-methoxyethylamino)-6-deoxy-α-D-altropyranoside), O1CCOCC1 (dioxane), C1=CC=CC=C1 (benzene), CO (methanol). The solvent is CC(=O)C (acetone), C(C)(C)OC(C)C (isopropyl ether). Conditions: time 5 minute. Yields the product CC(COC)N(C(N(N=O)CCCl)=O)C([C@@H]1[C@H]([C@H]([C@@H]([C@@](O)(O1)CCC1=CC=CC=C1)O)O)O)O (3-(1-methyl-2-methoxyethyl)-3-(β-phenylethyl α-D-altropyranose-6-yl)-1-(2-chloroethyl)-1 -nitrosourea). Isolated yield 65.8%. Reaction SMILES: [CH3:1][CH:2]([NH:6][CH2:7][C@H:8]1[O:22][C@H:12]([O:13]CCC2C=CC=CC=2)[C@@H:11]([OH:23])[C@H:10]([OH:24])[C@@H:9]1[OH:25])[CH2:3][O:4][CH3:5].O1CCO[CH2:28][CH2:27]1.[CH:32]1[CH:37]=[CH:36][CH:35]=[CH:34][CH:33]=1.[Cl:38][CH2:39][CH2:40][N:41]([N:54]=[O:55])[C:42](=O)[O:43]C1C=CC([N+]([O-])=O)=CC=1.C[OH:57]>CC(C)=O.C(OC(C)C)(C)C>[CH3:1][CH:2]([N:6]([CH:7]([OH:57])[C@H:8]1[O:22][C@:12]([CH2:27][CH2:28][C:32]2[CH:37]=[CH:36][CH:35]=[CH:34][CH:33]=2)([OH:13])[C@@H:11]([OH:23])[C@H:10]([OH:24])[C@@H:9]1[OH:25])[C:42](=[O:43])[N:41]([CH2:40][CH2:39][Cl:38])[N:54]=[O:55])[CH2:3][O:4][CH3:5]. Procedure details: A solution of β-phenylethyl 6-(1-methyl-2-methoxyethylamino)-6-deoxy-α-D-altropyranoside (6.65 g, 18.7 mmol) in a mixture of methanol (30 ml), dioxane (20 ml), and benzene (10 ml) was dropped into a solution of p-nitrophenyl N-(2-chloroethyl)-N-nitrosocarbamate (5.64 g, 20.6 mmol) in a mixture of acetone (50 ml) and isopropyl ether (20 ml) with well stirring at 0° to 5° C. spending 5 minutes, and reaction was continued for further 2 hours at the same temperature. After confirmation by TLC that t...